Dataset: the Open Reaction Database (ORD), a public repository of structured organic reaction records. Task: describe an organic reaction: reactants, conditions, products, and yield The reactants are [BH3-]C#N.[Na+] (NaCNBH3), NC1=NNC2=NC=NC(=C21)NC2=CC(=CC=C2)Cl (3-amino-4-(3-chloro-phenylamino)-1H-pyrazolo[3,4-d]pyrimidine), C(C)(=O)O (acetic acid), C1OC=2C=C(C=O)C=CC2O1 (3,4-methylenedioxy-benzaldehyde). Solvent: CO (methanol), CN1CCN(C1=O)C (DMEU). Product: ClC=1C=C(C=CC1)NC1=C2C(=NC=N1)NN=C2NCC2=CC1=C(C=C2)OCO1 (4-(3-Chloro-phenylamino)-3-(3,4-methylenedioxybenzylamino)-1H-pyrazolo[3,4-d]pyrimidine). Reaction SMILES: [NH2:1][C:2]1[C:10]2[C:5](=[N:6][CH:7]=[N:8][C:9]=2[NH:11][C:12]2[CH:17]=[CH:16][CH:15]=[C:14]([Cl:18])[CH:13]=2)[NH:4][N:3]=1.C(O)(=O)C.[CH2:23]1[O:33][C:32]2[CH:31]=[CH:30][C:27]([CH:28]=O)=[CH:26][C:25]=2[O:24]1.[BH3-]C#N.[Na+]>CO.CN1C(=O)N(C)CC1>[Cl:18][C:14]1[CH:13]=[C:12]([NH:11][C:9]2[N:8]=[CH:7][N:6]=[C:5]3[NH:4][N:3]=[C:2]([NH:1][CH2:28][C:27]4[CH:30]=[CH:31][C:32]5[O:33][CH2:23][O:24][C:25]=5[CH:26]=4)[C:10]=23)[CH:17]=[CH:16][CH:15]=1 |f:3.4|. Procedure: Analogously to Example 21, 1.00 mmol of 3-amino-4-(3-chloro-phenylamino)-1H-pyrazolo[3,4-d]pyrimidine in 26 ml of methanol, 13 ml of DMEU and 3.0 mmol of acetic acid are first reacted with 3,4-methylenedioxy-benzaldehyde and then reduced with 7.00 mmol of NaCNBH3 (5-7 days). 4-(3-Chloro-phenylamino)-3-(3,4-methylenedioxybenzylamino)-1H-pyrazolo[3,4-d]pyrimidine is obtained; m.p. 220-222° C.; HPLC: TRet (Grad5-40)=22.5° C. The yield is 74.0%. Procedure details: The same procedure outlined above in the preparation of 4-[2-(5-Amino-2-methyl-phenylamino)-oxazol-5-yl]-benzonitrile was used. However 4-(2,4-dichlorooxazol-5-yl)-2,6-dimethylbenzonitrile was used instead 4-(2-Chloro-oxazol-5-yl)-benzonitrile. Yield=74%. RXN SMILES: [NH2:1][C:2]1[CH:3]=[CH:4][C:5]([CH3:22])=[C:6]([NH:8]C2OC(C3C=CC(C#N)=CC=3)=CN=2)[CH:7]=1.Cl[C:24]1[O:25][C:26]([C:30]2[CH:37]=[C:36]([CH3:38])[C:33]([C:34]#[N:35])=[C:32]([CH3:39])[CH:31]=2)=[C:27]([Cl:29])[N:28]=1.ClC1OC(C2C=CC(C#N)=CC=2)=CN=1>>[NH2:1][C:2]1[CH:3]=[CH:4][C:5]([CH3:22])=[C:6]([NH:8][C:24]2[O:25][C:26]([C:30]3[CH:37]=[C:36]([CH3:38])[C:33]([C:34]#[N:35])=[C:32]([CH3:39])[CH:31]=3)=[C:27]([Cl:29])[N:28]=2)[CH:7]=1. The product is NC=1C=CC(=C(C1)NC=1OC(=C(N1)Cl)C1=CC(=C(C#N)C(=C1)C)C)C (4-(2-(5-amino-2-methylphenylamino)-4-chlorooxazol-5-yl)-2,6-dimethylbenzonitrile). Starting materials: NC=1C=CC(=C(C1)NC=1OC(=CN1)C1=CC=C(C#N)C=C1)C (4-[2-(5-Amino-2-methyl-phenylamino)-oxazol-5-yl]-benzonitrile), ClC=1OC(=C(N1)Cl)C1=CC(=C(C#N)C(=C1)C)C (4-(2,4-dichlorooxazol-5-yl)-2,6-dimethylbenzonitrile), ClC=1OC(=CN1)C1=CC=C(C#N)C=C1 (4-(2-Chloro-oxazol-5-yl)-benzonitrile). Reactants: [C@@H]12N(C[C@@H](NC1)C2)C(=O)OC(C)(C)C (1,1-dimethylethyl (1S,4S)-2,5-diazabicyclo[2.2.1]heptane-2-carboxylate), N1C(=NC2=C1C=CC=C2)C(=O)O (1H-benzimidazole-2-carboxylic acid), C(CCl)Cl (EDC), C=1C=CC2=C(C1)N=NN2O (HOBt), CN1CCOCC1 (NMM). The solvent is O (water), C(Cl)Cl (CH2Cl2), C(Cl)Cl (CH2Cl2). Conditions: time 18 hour. The product is N1C(=NC2=C1C=CC=C2)C(=O)N2[C@@H]1CN([C@H](C2)C1)C(=O)OC(C)(C)C (1,1-Dimethylethyl (1S,4S)-5-(1H-benzimidazol-2-ylcarbonyl)-2,5-diazabicyclo[2.2.1]heptane-2-carboxylate). Isolated yield 63.1%. As a reaction SMILES: [C@H:1]12[CH2:7][C@H:4]([NH:5][CH2:6]1)[CH2:3][N:2]2[C:8]([O:10][C:11]([CH3:14])([CH3:13])[CH3:12])=[O:9].[NH:15]1[C:19]2[CH:20]=[CH:21][CH:22]=[CH:23][C:18]=2[N:17]=[C:16]1[C:24](O)=[O:25].C(Cl)CCl.C1C=CC2N(O)N=NC=2C=1.CN1CCOCC1>C(Cl)Cl.O>[NH:15]1[C:19]2[CH:20]=[CH:21][CH:22]=[CH:23][C:18]=2[N:17]=[C:16]1[C:24]([N:5]1[CH2:6][C@@H:1]2[CH2:7][C@H:4]1[CH2:3][N:2]2[C:8]([O:10][C:11]([CH3:14])([CH3:13])[CH3:12])=[O:9])=[O:25]. Reported procedure: A mixture of 1,1-dimethylethyl (1S,4S)-2,5-diazabicyclo[2.2.1]heptane-2-carboxylate (18.3 g, 92.5 mmol), 1H-benzimidazole-2-carboxylic acid, (15.0 g, 92.5 mmol), EDC (21.3 g, 111 mmol), HOBt (2.5 g, 18.5 mmol), NMM (28 g, 277.5 mmol) in CH2Cl2 (250 mL) was stirred at room temperature for 18 h. The reaction was diluted with water and CH2Cl2 then washed with sat. NaHCO3 (200 mL) and brine (200 mL). The solution was dried over anhydrous Na2SO4 and concentrated to give a crude product which was puri...